From a dataset of the Open Reaction Database (ORD), a public repository of structured organic reaction records. describe an organic reaction: reactants, conditions, products, and yield Starting materials: COC1=CC2=C(C=CC(O2)=O)C=C1OCC1OC1 (7-methoxy-6-(oxiranylmethoxy)-2H-1-benzopyran-2-one), OC1(CCNCC1)C1=CC=CC=C1 (4-hydroxy-4-phenylpiperidine), Cl (Hydrochloride). Run in C(C)(C)O (isopropanol), C(C)(C)O (isopropanol). Yields the product OC(COC=1C(=CC2=C(C=CC(O2)=O)C1)OC)CN1CCC(CC1)(C1=CC=CC=C1)O ((±)-6-[2-hydroxy-3-(4-hydroxy-4-phenyl-1-piperidinyl)propoxy]-7-methoxy-2H-1-benzopyran-2-one). Yield: 69.0%. As a reaction SMILES: [CH3:1][O:2][C:3]1[C:13]([O:14][CH2:15][CH:16]2[CH2:18][O:17]2)=[CH:12][C:6]2[CH:7]=[CH:8][C:9](=[O:11])[O:10][C:5]=2[CH:4]=1.[OH:19][C:20]1([C:26]2[CH:31]=[CH:30][CH:29]=[CH:28][CH:27]=2)[CH2:25][CH2:24][NH:23][CH2:22][CH2:21]1.Cl>C(O)(C)C>[OH:17][CH:16]([CH2:18][N:23]1[CH2:24][CH2:25][C:20]([OH:19])([C:26]2[CH:27]=[CH:28][CH:29]=[CH:30][CH:31]=2)[CH2:21][CH2:22]1)[CH2:15][O:14][C:13]1[C:3]([O:2][CH3:1])=[CH:4][C:5]2[O:10][C:9](=[O:11])[CH:8]=[CH:7][C:6]=2[CH:12]=1. Procedure details: Method C (3 d at 40° C.); starting materials: 7-methoxy-6-(oxiranylmethoxy)-2H-1-benzopyran-2-one and 4-hydroxy-4-phenylpiperidine; yield 69%; fusion point 155°-157° C. (from isopropanol). Hydrochloride: method G; yield 88%; fusion point 202°-203° C. (from isopropanol). Reactants: CCCCCCCC(O)C1CCC(=O)C1CCCCCCC(=O)O, C=[N+]=[N-]. Product: CCCCCCCC(O)C1CCC(=O)C1CCCCCCC(=O)OC. RXN SMILES: [C:1](=[O:2])([OH:3])[CH2:4][CH2:5][CH2:6][CH2:7][CH2:8][CH2:9][CH:10]1[C:11](=[O:24])[CH2:12][CH2:13][CH:14]1[CH:15]([CH2:16][CH2:17][CH2:18][CH2:19][CH2:20][CH2:21][CH3:22])[OH:23].[N+:25](=[N-:26])=[CH2:27]>>[C:1](=[O:2])([O:3][CH3:27])[CH2:4][CH2:5][CH2:6][CH2:7][CH2:8][CH2:9][CH:10]1[C:11](=[O:24])[CH2:12][CH2:13][CH:14]1[CH:15]([CH2:16][CH2:17][CH2:18][CH2:19][CH2:20][CH2:21][CH3:22])[OH:23].